Dataset: the Open Reaction Database (ORD), a public repository of structured organic reaction records. Task: describe an organic reaction: reactants, conditions, products, and yield Starting materials: FC=1C=C(C=CC1OC=1C=NC(=NC1)C(F)(F)F)CCO (2-(3-fluoro-4-((2-(trifluoromethyl)pyrimidin-5-yl)oxy)phenyl)ethanol), N#CN (cyanamide), OS(=O)(=O)C(F)(F)F (triflic acid), C1CCOC1 (THF). Conditions: temperature 55 celsius. The product is C(N)(OCCC1=CC=C(C=C1)OC1=CC(=C(C=C1)C)F)=N (2-{4-[(3-fluoro-4-methylphenyl)oxy]phenyl}ethyl imidocarbamate). Isolated yield 25.0%. RXN SMILES: F[C:2]1[CH:3]=[C:4]([CH2:19][CH2:20][OH:21])[CH:5]=[CH:6][C:7]=1[O:8][C:9]1[CH:10]=NC(C(F)(F)F)=N[CH:14]=1.[N:22]#[C:23][NH2:24].OS([C:29]([F:32])(F)F)(=O)=O.[CH2:33]1[CH2:37]OC[CH2:34]1>>[C:23](=[NH:24])([O:21][CH2:20][CH2:19][C:4]1[CH:3]=[CH:2][C:7]([O:8][C:9]2[CH:14]=[CH:34][C:33]([CH3:37])=[C:29]([F:32])[CH:10]=2)=[CH:6][CH:5]=1)[NH2:22]. Reported procedure: To a solution of 2-(3-fluoro-4-((2-(trifluoromethyl)pyrimidin-5-yl)oxy)phenyl)ethanol (756 mg, 1.251 mmol) and cyanamide (105 mg, 2.501 mmol) in dry THF (6 mL) under nitrogen was added triflic acid (0.222 mL, 2.501 mmol). The mixture was heated at 55° C. for 3 h. Purification via reverse phase flash chromatography afforded the title compound (1 g, 2.104 mmol, 24.95% yield). LCMS: rt=2.41 min, [M+H+]=345 Solvent: C1(=CC=CC=C1)C (toluene). Reaction SMILES: [F:1][C:2]1[CH:3]=[C:4](B(O)O)[CH:5]=[CH:6][CH:7]=1.Br[C:12]1[CH:13]=[CH:14][C:15]([F:21])=[C:16]([CH:20]=1)[C:17]([OH:19])=[O:18].C(=O)([O-])[O-].[Cs+].[Cs+].C(O)C>C1C=CC([P]([Pd]([P](C2C=CC=CC=2)(C2C=CC=CC=2)C2C=CC=CC=2)([P](C2C=CC=CC=2)(C2C=CC=CC=2)C2C=CC=CC=2)[P](C2C=CC=CC=2)(C2C=CC=CC=2)C2C=CC=CC=2)(C2C=CC=CC=2)C2C=CC=CC=2)=CC=1.C1(C)C=CC=CC=1>[F:1][C:2]1[CH:3]=[C:4]([C:12]2[CH:13]=[CH:14][C:15]([F:21])=[C:16]([C:17]([OH:19])=[O:18])[CH:20]=2)[CH:5]=[CH:6][CH:7]=1 |f:2.3.4,^1:34,36,55,74|. The product is FC=1C=C(C=CC1)C1=CC(=C(C=C1)F)C(=O)O (3′,4-Difluoro-[1,1′-biphenyl]-3-carboxylic acid). The reactants are C(C)O (Ethanol), FC=1C=C(C=CC1)B(O)O ((3-fluorophenyl)boronic acid), BrC=1C=CC(=C(C(=O)O)C1)F (5-bromo-2-fluorobenzoic acid), C([O-])([O-])=O.[Cs+].[Cs+] (cesium carbonate). Reaction conditions: temperature 80 celsius. The reagents and catalysts are C=1C=CC(=CC1)[P](C=2C=CC=CC2)(C=3C=CC=CC3)[Pd]([P](C=4C=CC=CC4)(C=5C=CC=CC5)C=6C=CC=CC6)([P](C=7C=CC=CC7)(C=8C=CC=CC8)C=9C=CC=CC9)[P](C=1C=CC=CC1)(C=1C=CC=CC1)C=1C=CC=CC1 (tetrakis(triphenylphosphine)palladium). Reported procedure: A 50 mL Schlenk tube was charged with (3-fluorophenyl)boronic acid (140 mg, 1.0 mmol), 5-bromo-2-fluorobenzoic acid (263 mg, 1.2 mmol), tetrakis(triphenylphosphine)palladium (0) (58 mg, 0.05 mmol) and cesium carbonate (1.3 g, 4.0 mmol). Ethanol (5 mL) and toluene (5 mL) were added and the tube was sealed and heated at 80° C. for 3 h. The cooled mixture was transferred to a flask, washing with ethanol, and concentrated in vacuo. The residue was diluted with water (10 mL) and extracted with EtOAc ... Starting materials: C(C)(C)(C)OC(=O)N1C=C(C2=CC(=CC=C12)CCNC(=O)OCC=C)C(NC(=O)OC(C)(C)C)=N (1-tert-Butoxycarbonyl-3-(tert-butoxycarbonylcarbamimidoyl)-5-(2-[allyloxycarbonylamino]ethyl)indole), N1CCOCC1 (morpholine). Reagents/catalysts: C=1C=CC(=CC1)[P](C=2C=CC=CC2)(C=3C=CC=CC3)[Pd]([P](C=4C=CC=CC4)(C=5C=CC=CC5)C=6C=CC=CC6)([P](C=7C=CC=CC7)(C=8C=CC=CC8)C=9C=CC=CC9)[P](C=1C=CC=CC1)(C=1C=CC=CC1)C=1C=CC=CC1 (tetrakis(triphenylphosphine)palladium), [Pd] (palladium). The solvent is C(Cl)Cl (CH2Cl2). Run at time 45 minute. Yields the product C(C)(C)(C)OC(=O)N1C=C(C2=CC(=CC=C12)CCN)C(NC(=O)OC(C)(C)C)=N (1-tert-Butoxycarbonyl-3-(tert-butoxycarbonylcarbamimidoyl)-5-(2-aminoethyl)indole). As a reaction SMILES: [C:1]([O:5][C:6]([N:8]1[C:16]2[C:11](=[CH:12][C:13]([CH2:17][CH2:18][NH:19]C(OCC=C)=O)=[CH:14][CH:15]=2)[C:10]([C:26](=[NH:35])[NH:27][C:28]([O:30][C:31]([CH3:34])([CH3:33])[CH3:32])=[O:29])=[CH:9]1)=[O:7])([CH3:4])([CH3:3])[CH3:2].N1CCOCC1>C(Cl)Cl.[Pd].C1C=CC([P]([Pd]([P](C2C=CC=CC=2)(C2C=CC=CC=2)C2C=CC=CC=2)([P](C2C=CC=CC=2)(C2C=CC=CC=2)C2C=CC=CC=2)[P](C2C=CC=CC=2)(C2C=CC=CC=2)C2C=CC=CC=2)(C2C=CC=CC=2)C2C=CC=CC=2)=CC=1>[C:1]([O:5][C:6]([N:8]1[C:16]2[C:11](=[CH:12][C:13]([CH2:17][CH2:18][NH2:19])=[CH:14][CH:15]=2)[C:10]([C:26](=[NH:35])[NH:27][C:28]([O:30][C:31]([CH3:34])([CH3:33])[CH3:32])=[O:29])=[CH:9]1)=[O:7])([CH3:4])([CH3:3])[CH3:2] |^1:49,51,70,89|. Reported procedure: A solution of 1-tert-Butoxycarbonyl-3-(tert-butoxycarbonylcarbamimidoyl)-5-(2-[allyloxycarbonylamino]ethyl)indole (reference example 8) (0.199 g, 0.409 mmol), 50 mg tetrakis(triphenylphosphine)palladium (0), and 0.078 mL (0.90 mmol) morpholine in 20 mL CH2Cl2 is stirred for one hour. TLC showed some starting material present, so another 50 mg palladium catalyst is added. After stirring 45 minutes, the reaction mixture is concentrated, and the residue chromatographed (10:1 CH2Cl2:7N NH3 in MeOH) ... Starting materials: OC(CCCC1=CC=CC=C1)C=1C=C(OC1)[Si](C)(C)C (4-(1-hydroxy-4-phenylbutyl)-2-trimethylsilylfuran), C(C)(=O)OC(C)=O (acetic anhydride). The reagents and catalysts are N1=CC=CC=C1 (pyridine). Product: C(C)(=O)OC(CCCC1=CC=CC=C1)C=1C=C(OC1)[Si](C)(C)C (4-(1-Acetoxy-4-phenylbutyl)-2-trimethylsilylfuran). As a reaction SMILES: [OH:1][CH:2]([C:12]1[CH:13]=[C:14]([Si:17]([CH3:20])([CH3:19])[CH3:18])[O:15][CH:16]=1)[CH2:3][CH2:4][CH2:5][C:6]1[CH:11]=[CH:10][CH:9]=[CH:8][CH:7]=1.[C:21](OC(=O)C)(=[O:23])[CH3:22]>N1C=CC=CC=1>[C:21]([O:1][CH:2]([C:12]1[CH:13]=[C:14]([Si:17]([CH3:20])([CH3:19])[CH3:18])[O:15][CH:16]=1)[CH2:3][CH2:4][CH2:5][C:6]1[CH:11]=[CH:10][CH:9]=[CH:8][CH:7]=1)(=[O:23])[CH3:22]. Reported procedure: A solution of 4-(1-hydroxy-4-phenylbutyl)-2-trimethylsilylfuran (0.249 g., 0.862 mmol), acetic anhydride (1 ml, excess) and pyridine (3 to 4 drops, excess) was stirred at room temperature until no starting material remained (as monitored by TLC). The reaction mixture was then partitioned between ethyl ether and a 5% ammonium chloride solution. The organic portion was washed repeatedly with saturated sodium bicarbonate solution, twice with aqueous cupric sulfate solution, water, saturated sodium ... The yield is 75.3%. The reactants are O=C1N(C=C(C(=N1)C1=CC=CC=C1)C1=CC=CC=C1)CCCCCCCCC(=O)OC (methyl 2-oxo-4,5-diphenyl-1(2H)-pyrimidinenonanoate), [OH-].[Na+] (NaOH). As a reaction SMILES: [O:1]=[C:2]1[N:7]=[C:6]([C:8]2[CH:13]=[CH:12][CH:11]=[CH:10][CH:9]=2)[C:5]([C:14]2[CH:19]=[CH:18][CH:17]=[CH:16][CH:15]=2)=[CH:4][N:3]1[CH2:20][CH2:21][CH2:22][CH2:23][CH2:24][CH2:25][CH2:26][CH2:27][C:28]([O:30]C)=[O:29].[OH-].[Na+]>CO>[O:1]=[C:2]1[N:7]=[C:6]([C:8]2[CH:9]=[CH:10][CH:11]=[CH:12][CH:13]=2)[C:5]([C:14]2[CH:15]=[CH:16][CH:17]=[CH:18][CH:19]=2)=[CH:4][N:3]1[CH2:20][CH2:21][CH2:22][CH2:23][CH2:24][CH2:25][CH2:26][CH2:27][C:28]([OH:30])=[O:29] |f:1.2|. The solvent is CO (methanol). Product: O=C1N(C=C(C(=N1)C1=CC=CC=C1)C1=CC=CC=C1)CCCCCCCCC(=O)O (2-oxo-4,5-diphenyl-1(2H)-pyrimidinenonanoic acid). Reported procedure: A mixture of methyl 2-oxo-4,5-diphenyl-1(2H)-pyrimidinenonanoate (4.70 g, 11 mmol), 5N NaOH solution (7.40 mL, 36 mmol) and methanol (80 mL) was stirred at room temperature for 75 minutes and than at reflux for 75 minutes before being cooled and concentrated. The residue was diluted with water and 2N HCl was added until pH=2. The mixture was extracted with CH2Cl2, the extracts combined, dried over sodium sulfate and the solvent evaporated to leave an oil that crystallized. Recrystallization from... Run at time 75 minute. Reactants: C1=CC=NC(=C1)NC2=CC=CC=N2 (2,2′-dipyridylamine), ClCC1=NC2=C(N1C)C=CC=C2 (2-(chloromethyl)-1-methyl-1H-benzimidazole), [H-].[Na+] (sodium hydride). Run in CN(C=O)C (N,N-dimethylformamide), CN(C=O)C (N,N-dimethylformamide). Product: CN1C(=NC2=C1C=CC=C2)CN(C2=NC=CC=C2)C2=NC=CC=C2 (N-[(1-Methyl-1H-benzimidazol-2-yl)methyl]-N-pyridin-2-ylpyridin-2-amine). Reaction SMILES: [CH:1]1[CH:6]=[C:5]([NH:7][C:8]2[N:13]=[CH:12][CH:11]=[CH:10][CH:9]=2)[N:4]=[CH:3][CH:2]=1.[H-].[Na+].Cl[CH2:17][C:18]1[N:22]([CH3:23])[C:21]2[CH:24]=[CH:25][CH:26]=[CH:27][C:20]=2[N:19]=1>CN(C)C=O>[CH3:23][N:22]1[C:21]2[CH:24]=[CH:25][CH:26]=[CH:27][C:20]=2[N:19]=[C:18]1[CH2:17][N:7]([C:5]1[CH:6]=[CH:1][CH:2]=[CH:3][N:4]=1)[C:8]1[CH:9]=[CH:10][CH:11]=[CH:12][N:13]=1 |f:1.2|. Procedure: To a flask were added 1.1 g of 2,2′-dipyridylamine and 25 ml of N,N-dimethylformamide. To this mixture were added 0.32 g of 60% sodium hydride in mineral oil in small portions, and after stirring at 10 C for ten minutes, 1.2 g of 2-(chloromethyl)-1-methyl-1H-benzimidazole in 5 ml of N,N-dimethylformamide were added. The reaction mixture was stirred at 22 C for several hours, and then quenched with 40 ml water. The product was extracted with 50 ml ethyl acetate, and then extracted with 30 ml of 1... Starting materials: COC=1C=C(C=CC1OC)CC(=O)C1=CC=CC=C1 (3,4-dimethoxyphenyl acetophenone), FC1=CC=C(C=C1)C=1N=C2SC=CN2C1C=O (6-(4-fluorophenyl)imidazo[2,1-b]thiazol-5-carbaldehyde), [OH-].[Na+] (NaOH). Solvent: C(C)(=O)OCC.CCCCCC (ethyl acetate hexane), C(C)O (ethanol). Run at temperature 27 celsius, time 4 hour. Yields the product COC=1C=C(C=CC1OC)C(\C=C\C1=C(N=C2SC=CN21)C2=CC=C(C=C2)F)=O ((E)-1-(3,4-dimethoxyphenyl)-3-(6-(4-fluorophenyl)imidazo[2,1-b]thiazol-5-yl)prop-2-en-1-one). The yield is 75.0%. RXN SMILES: [CH3:1][O:2][C:3]1[CH:4]=[C:5]([CH2:11][C:12](C2C=CC=CC=2)=O)[CH:6]=[CH:7][C:8]=1[O:9][CH3:10].[F:20][C:21]1[CH:26]=[CH:25][C:24]([C:27]2[N:28]=[C:29]3[N:33]([C:34]=2[CH:35]=O)[CH:32]=[CH:31][S:30]3)=[CH:23][CH:22]=1.[OH-:37].[Na+]>C(O)C.C(OCC)(=O)C.CCCCCC>[CH3:1][O:2][C:3]1[CH:4]=[C:5]([C:11](=[O:37])/[CH:12]=[CH:35]/[C:34]2[N:33]3[C:29]([S:30][CH:31]=[CH:32]3)=[N:28][C:27]=2[C:24]2[CH:23]=[CH:22][C:21]([F:20])=[CH:26][CH:25]=2)[CH:6]=[CH:7][C:8]=1[O:9][CH3:10] |f:2.3,5.6|. Reported procedure: To a stirred solution 3,4-dimethoxyphenyl acetophenone (180 mg, 2.7 mmol) and a 6-(4-fluorophenyl)imidazo[2,1-b]thiazol-5-carbaldehyde (246 mg, 2.7 mmol) in ethanol (20 ml) 10% aqueous solution of NaOH was added (5 ml). The reaction mixture was stirred at room temperature 27° C. for 4 h and the reaction was monitored by TLC using ethyl acetate-hexane (3:7) as a solvent system. The solvent was evaporated under vacuum then the residue was dissolved in ethylacetate/water. The organic layer was wash... Starting materials: ClC1=CC=C(C=C1)C1=CC2=C(C(N(C=C2)C2=CC(=C(C=C2)N2C[C@@H](CC2)OS(=O)(=O)C)OC)=O)S1 (methanesulfonic acid (R)-1-{4-[2-(4-chloro-phenyl)-7-oxo-7H-thieno[2,3-c]pyridin-6-yl]-2-methoxy-phenyl}-pyrrolidin-3-yl ester), CNC (dimethylamine). Run in C1CCOC1 (THF), CCOC(=O)C (EtOAc). Reaction conditions: temperature 75 celsius, time 8 hour. The product is ClC1=CC=C(C=C1)C1=CC2=C(C(N(C=C2)C2=CC(=C(C=C2)N2C[C@H](CC2)N(C)C)OC)=O)S1 (2-(4-chloro-phenyl)-6-[4-((S)-3-dimethylamino-pyrrolidin-1-yl)-3-methoxy-phenyl]-6H-thieno[2,3-c]pyridin-7-one). Yield: 64.0%. Reaction SMILES: [Cl:1][C:2]1[CH:7]=[CH:6][C:5]([C:8]2[S:35][C:11]3[C:12](=[O:34])[N:13]([C:16]4[CH:21]=[CH:20][C:19]([N:22]5[CH2:26][CH2:25][C@@H:24](OS(C)(=O)=O)[CH2:23]5)=[C:18]([O:32][CH3:33])[CH:17]=4)[CH:14]=[CH:15][C:10]=3[CH:9]=2)=[CH:4][CH:3]=1.[CH3:36][NH:37][CH3:38]>C1COCC1.CCOC(C)=O>[Cl:1][C:2]1[CH:3]=[CH:4][C:5]([C:8]2[S:35][C:11]3[C:12](=[O:34])[N:13]([C:16]4[CH:21]=[CH:20][C:19]([N:22]5[CH2:26][CH2:25][C@H:24]([N:37]([CH3:38])[CH3:36])[CH2:23]5)=[C:18]([O:32][CH3:33])[CH:17]=4)[CH:14]=[CH:15][C:10]=3[CH:9]=2)=[CH:6][CH:7]=1. Procedure: Dissolve methanesulfonic acid (R)-1-{4-[2-(4-chloro-phenyl)-7-oxo-7H-thieno[2,3-c]pyridin-6-yl]-2-methoxy-phenyl}-pyrrolidin-3-yl ester (0.504 g, 0.952 mmol) in 2 M dimethylamine in THF (10 mL). Stir the mixture at 75° C. overnight in a sealed pressure tube. Dilute the mixture with EtOAc (50 mL) and wash with saturated NaHCO3 (2×20 mL) and brine (20 mL). Dry the solution with Na2SO4, filter, and concentrate. Purify the crude material by chromatograghy, eluting with 2% NH3—H2O/50% CH3OH/EtOAc to ... Starting materials: C(C)OC(=O)C1(CC2=C(C(=C(C(=C2C1)OC)OC)OC)OC)CCCCCCCC(=O)O (8-(2-ethoxycarbonyl-4,5,6,7-tetramethoxyindan-2-yl)octanoic acid), Cl (hydrochloric acid). Run in C1CCOC1 (THF), C1CCOC1 (THF). Reaction conditions: time 2 hour. Product: OCCCCCCCCC1(CC2=C(C(=C(C(=C2C1)OC)OC)OC)OC)C(=O)OCC (Ethyl 2-(8-hydroxyoctyl)-4,5,6,7-tetramethoxy-2-indancarboxylate). Yield: 86.9%. As a reaction SMILES: [CH2:1]([O:3][C:4]([C:6]1([CH2:23][CH2:24][CH2:25][CH2:26][CH2:27][CH2:28][CH2:29][C:30](O)=[O:31])[CH2:14][C:13]2[C:8](=[C:9]([O:21][CH3:22])[C:10]([O:19][CH3:20])=[C:11]([O:17][CH3:18])[C:12]=2[O:15][CH3:16])[CH2:7]1)=[O:5])[CH3:2].Cl>C1COCC1>[OH:31][CH2:30][CH2:29][CH2:28][CH2:27][CH2:26][CH2:25][CH2:24][CH2:23][C:6]1([C:4]([O:3][CH2:1][CH3:2])=[O:5])[CH2:14][C:13]2[C:8](=[C:9]([O:21][CH3:22])[C:10]([O:19][CH3:20])=[C:11]([O:17][CH3:18])[C:12]=2[O:15][CH3:16])[CH2:7]1. Reported procedure: A THF solution of borane complex (1 M, 3.74 ml, 3.74 mmols) was added to a THF (9.0 ml) solution of 8-(2-ethoxycarbonyl-4,5,6,7-tetramethoxyindan-2-yl)octanoic acid (847 mg, 1.87 mmol), with cooling with ice. The reaction mixture was allowed to warm to room temperature, and then stirred for 2 hours. 1N hydrochloric acid was added and the reaction mixture was then extracted with ethyl acetate. The organic layer was washed with water and a saturated aqueous sodium chloride solution, and then dried...